This data is from the Open Reaction Database (ORD), a public repository of structured organic reaction records. The task is: describe an organic reaction: reactants, conditions, products, and yield Reactants: BrC=1C(=NC=C(C1)[N+](=O)[O-])Cl (3-Bromo-2-chloro-5-nitropyridine), [F-].[K+] (potassium fluoride). Reagents/catalysts: [Br-].C1(=CC=CC=C1)[P+](C1=CC=CC=C1)(C1=CC=CC=C1)C1=CC=CC=C1 (tetraphenylphosphonium bromide). Run in C(C)#N (acetonitrile). Product: BrC=1C(=NC=C(C1)[N+](=O)[O-])F (3-Bromo-2-fluoro-5-nitropyridine). Isolated yield 56.8%. As a reaction SMILES: [Br:1][C:2]1[C:3](Cl)=[N:4][CH:5]=[C:6]([N+:8]([O-:10])=[O:9])[CH:7]=1.[F-:12].[K+]>[Br-].C1([P+](C2C=CC=CC=2)(C2C=CC=CC=2)C2C=CC=CC=2)C=CC=CC=1.C(#N)C>[Br:1][C:2]1[C:3]([F:12])=[N:4][CH:5]=[C:6]([N+:8]([O-:10])=[O:9])[CH:7]=1 |f:1.2,3.4|. Procedure: 3-Bromo-2-chloro-5-nitropyridine (119 g, 0.500 mol, prepared according to V. Koch and S. Schnatterer, Synthesis, 1990, 497-498), potassium fluoride (79.5 g, 1.37 mol), and tetraphenylphosphonium bromide (109 g, 0.260 mol) were combined in acetonitrile (1.5 L) and heated at reflux for 4 days until GLC indicated complete consumption of the 3-bromo-2-chloro-5-nitropyridine. The volume of the mixture was reduced to 750 mL in vacuo, then the residual liquid was diluted with 2 L of ether. The mixture ...